Task: describe an organic reaction: reactants, conditions, products, and yield. Dataset: the Open Reaction Database (ORD), a public repository of structured organic reaction records Reactants: S1CCC(=CC1)C=1C=CC(=NC1)N (5-(3,6-dihydro-2H-thiopyran-4-yl)pyridin-2-amine). Reagents/catalysts: [Pd] (Pd/C). The solvent is CO (methanol), C(Cl)Cl (DCM). Reaction conditions: time 16 hour. Product: S1CCC(CC1)C=1C=CC(=NC1)N (5-(tetrahydro-2H-thiopyran-4-yl)pyridin-2-amine). Isolated yield 91.5%. As a reaction SMILES: [S:1]1[CH2:6][CH:5]=[C:4]([C:7]2[CH:8]=[CH:9][C:10]([NH2:13])=[N:11][CH:12]=2)[CH2:3][CH2:2]1>CO.C(Cl)Cl.[Pd]>[S:1]1[CH2:2][CH2:3][CH:4]([C:7]2[CH:8]=[CH:9][C:10]([NH2:13])=[N:11][CH:12]=2)[CH2:5][CH2:6]1. Procedure: A suspension of 5-(3,6-dihydro-2H-thiopyran-4-yl)pyridin-2-amine (260 mg, 1.35 mmol), Pd/C (36 mg, 0.33 mmol) in methanol (16 mL) was stirred under hydrogen at ambient temperature for 16 h. The reaction mixture was diluted with DCM (80 mL), and was filtered through Celite. The filtrate was concentrated to give 5-(tetrahydro-2H-thiopyran-4-yl)pyridin-2-amine (240 mg, 91% yield) as yellow color solid. LCMS (m/z): 195 (MH+), 0.46 min. Reactants: ClC1=C(C=NC2=CC(=C(C=C12)OC)OCC)C#N (4-chloro-7-ethoxy-6-methoxy-3-quinolinecarbonitrile), BrC=1C=C(N)C=CC1 (3-bromoaniline). The solvent is C(C)O (ethanol), C(C)O (ethanol). Reaction conditions: time 3 hour. Yields the product BrC=1C=C(C=CC1)NC1=C(C=NC2=CC(=C(C=C12)OC)OCC)C#N (4-[(3-Bromophenyl)amino]-7-ethoxy-6-methoxy-3-quinolinecarbonitrile). The yield is 73.2%. As a reaction SMILES: Cl[C:2]1[C:11]2[C:6](=[CH:7][C:8]([O:14][CH2:15][CH3:16])=[C:9]([O:12][CH3:13])[CH:10]=2)[N:5]=[CH:4][C:3]=1[C:17]#[N:18].[Br:19][C:20]1[CH:21]=[C:22]([CH:24]=[CH:25][CH:26]=1)[NH2:23]>C(O)C>[Br:19][C:20]1[CH:21]=[C:22]([NH:23][C:2]2[C:11]3[C:6](=[CH:7][C:8]([O:14][CH2:15][CH3:16])=[C:9]([O:12][CH3:13])[CH:10]=3)[N:5]=[CH:4][C:3]=2[C:17]#[N:18])[CH:24]=[CH:25][CH:26]=1. Procedure: A mixture of 500 mg (1.90 mmol) 4-chloro-7-ethoxy-6-methoxy-3-quinolinecarbonitrile, 20 ml ethanol, and 250 μl (2.28 mmol) 3-bromoaniline was heated to reflux under N2. At 3 hours, added 103 μl (0.95 mmol) and 10 ml ethanol and refluxed overnight. Removed heat and made basic with saturated sodium bicarbonate. Stripped solvent, slurried residue with hexane, collected solids, and dried. Washed with water and dried in vacuo, giving 554 mg of tan solid: mass spectrum (electrospray m/e): M+H=398, 399... Reactants: O (water), S(=O)(Cl)Cl (Thionyl chloride), OC(C(=O)O)(C)C (2-hydroxyisobutyric acid), NC=1SC(=NN1)C(=O)C1=CC=CC=C1 (2-amino-5-(phenylcarbonyl)-1,3,4-thiadiazole). Solvent: CN(C(C)=O)C (N,N-dimethylacetamide). Run at temperature -10 celsius, time 1 hour. The product is C1(=CC=CC=C1)C(=O)C1=NN=C(S1)NC(C(C)(C)O)=O (N-[5-(phenylcarbonyl)-1,3,4-thiadiazol-2-yl]-2-hydroxy -2-methylpropanamide). Reaction SMILES: S(Cl)(Cl)=O.[OH:5][C:6]([CH3:11])([CH3:10])[C:7](O)=[O:8].[NH2:12][C:13]1[S:14][C:15]([C:18]([C:20]2[CH:25]=[CH:24][CH:23]=[CH:22][CH:21]=2)=[O:19])=[N:16][N:17]=1.O>CN(C)C(=O)C>[C:20]1([C:18]([C:15]2[S:14][C:13]([NH:12][C:7](=[O:8])[C:6]([OH:5])([CH3:11])[CH3:10])=[N:17][N:16]=2)=[O:19])[CH:21]=[CH:22][CH:23]=[CH:24][CH:25]=1. Procedure details: Thionyl chloride (60 μl, 0.82 mmol) is added to 2-hydroxyisobutyric acid (82.9 mg, 0.796 mmol) in 5.0 ml of N,N-dimethylacetamide at -20°/-15° C. and the mixture is stirred at -15°/-10° C. for one hour. After adding 2-amino-5-(phenylcarbonyl)-1,3,4-thiadiazole (97.5 mg, 0.475 mmol) and equilibrating the reaction mixture to room temperature, it is stirred overnight. The reaction mixture is poured into 75 ml of water and subjected to extraction with 3×25 ml of ethyl acetate. The combined organic p... The reactants are Cl (HCl), Cl.CNOC (N,O-dimethylhydroxylamine hydrochloride), CCN(C(C)C)C(C)C (iPr2NEt), C[Al](C)C (AlMe3), [Na+].[Cl-] (NaCl), ice water, FC1=C(C=CC=C1)N1N=C(C(C(=C1)OC)=O)C(=O)OC (methyl 1-(2-fluorophenyl)-5-methoxy-4-oxo-1,4-dihydropyridazine-3-carboxylate). The solvent is C(Cl)Cl (CH2Cl2), C(Cl)Cl (CH2Cl2). Conditions: time 1 hour. Product: FC1=C(C=CC=C1)N1N=C(C(C(=C1)OC)=O)C(=O)N(C)OC (1-(2-Fluorophenyl)-N,5-dimethoxy-N-methyl-4-oxo-1,4-dihydropyridazine-3-carboxamide). Isolated yield 64.9%. As a reaction SMILES: Cl.[CH3:2][NH:3][O:4][CH3:5].CCN(C(C)C)C(C)C.C[Al](C)C.[F:19][C:20]1[CH:25]=[CH:24][CH:23]=[CH:22][C:21]=1[N:26]1[CH:31]=[C:30]([O:32][CH3:33])[C:29](=[O:34])[C:28]([C:35]([O:37]C)=O)=[N:27]1.Cl.[Na+].[Cl-]>C(Cl)Cl>[F:19][C:20]1[CH:25]=[CH:24][CH:23]=[CH:22][C:21]=1[N:26]1[CH:31]=[C:30]([O:32][CH3:33])[C:29](=[O:34])[C:28]([C:35]([N:3]([O:4][CH3:5])[CH3:2])=[O:37])=[N:27]1 |f:0.1,6.7|. Procedure: To a solution of N,O-dimethylhydroxylamine hydrochloride (4.74 g, 48.6 mmol) and iPr2NEt (8.47 mL, 48.6 mmol) in CH2Cl2 (50 mL) was added AlMe3 (1.8 M solution in toluene, 27 mL, 48.6 mmol) dropwise at 0° C. under Ar atmosphere. After stirring for 1 h, a solution of methyl 1-(2-fluorophenyl)-5-methoxy-4-oxo-1,4-dihydropyridazine-3-carboxylate (4.51 g, 16.2 mmol) in CH2Cl2 (50 mL) was added dropwise, and the mixture was stirred for 1 h at 0° C. The reaction mixture was poured into ice-water, acid... The reactants are Cl, COc1ccc(-n2nnnc2-c2cc(-c3cc(C)c(C4CCN(C(=O)OC(C)(C)C)CC4)s3)cnc2N)c(F)c1F, C1COCCO1. The product is COc1ccc(-n2nnnc2-c2cc(-c3cc(C)c(C4CCNCC4)s3)cnc2N)c(F)c1F. Reaction SMILES: [ClH:42].[NH2:1][c:2]1[c:3](-[c:27]2[n:28][n:29][n:30][n:31]2-[c:32]2[c:33]([F:41])[c:34]([F:40])[c:35]([O:38][CH3:39])[cH:36][cH:37]2)[cH:4][c:5](-[c:8]2[cH:9][c:10]([CH3:26])[c:11]([CH:13]3[CH2:14][CH2:15][N:16]([C:19]([O:20][C:21]([CH3:22])([CH3:23])[CH3:24])=[O:25])[CH2:17][CH2:18]3)[s:12]2)[cH:6][n:7]1.[O:43]1[CH2:44][CH2:45][O:46][CH2:47][CH2:48]1>>[NH2:1][c:2]1[c:3](-[c:27]2[n:28][n:29][n:30][n:31]2-[c:32]2[c:33]([F:41])[c:34]([F:40])[c:35]([O:38][CH3:39])[cH:36][cH:37]2)[cH:4][c:5](-[c:8]2[cH:9][c:10]([CH3:26])[c:11]([CH:13]3[CH2:14][CH2:15][NH:16][CH2:17][CH2:18]3)[s:12]2)[cH:6][n:7]1. Reactants: BrC1=CC(=C(C(=O)Cl)C=C1)Cl (4-bromo-2-chlorobenzoyl chloride), ClC1=NC=C(C=C1)C#N (2-chloro-5-(cyano)pyridine), ClC1=C(C=CC(=C1)Cl)C1=NC(=NC=C1C=1NC=CN1)NCCNC1=NC=C(C=C1)[N+](=O)[O-] ([4-(2,4-dichlorophenyl)-5-imidazol-2-ylpyrimidin-2-yl]{2-[(5-nitro(2-pyridyl))amino]ethyl}amine). The product is BrC1=CC(=C(C=C1)C1=NC(=NC=C1C=1NC=CN1)NCCNC1=CC=C(C=N1)C#N)Cl (6-[(2-{[4-(4-bromo-2-chlorophenyl)-5-imidazol-2-ylpyrimidin-2-yl]amino}ethyl)-amino]pyridine-3-carbonitrile). RXN SMILES: [Br:1][C:2]1[CH:10]=[CH:9][C:5]([C:6](Cl)=O)=[C:4]([Cl:11])[CH:3]=1.Cl[C:13]1[CH:18]=[CH:17][C:16]([C:19]#[N:20])=[CH:15][N:14]=1.ClC1C=C(Cl)C=CC=1C1[C:34]([C:35]2[NH:36][CH:37]=[CH:38][N:39]=2)=[CH:33][N:32]=[C:31]([NH:40][CH2:41][CH2:42][NH:43]C2C=CC([N+]([O-])=O)=CN=2)[N:30]=1>>[Br:1][C:2]1[CH:10]=[CH:9][C:5]([C:6]2[C:34]([C:35]3[NH:36][CH:37]=[CH:38][N:39]=3)=[CH:33][N:32]=[C:31]([NH:40][CH2:41][CH2:42][NH:43][C:13]3[N:14]=[CH:15][C:16]([C:19]#[N:20])=[CH:17][CH:18]=3)[N:30]=2)=[C:4]([Cl:11])[CH:3]=1. Procedure details: 6-[(2-{[4-(4-bromo-2-chlorophenyl)-5-imidazol-2-ylpyrimidin-2-yl]amino}ethyl)-amino]pyridine-3-carbonitrile was prepared from 4-bromo-2-chlorobenzoyl chloride and 2-chloro-5-(cyano)pyridine using the general method for [4-(2,4-dichlorophenyl)-5-imidazol-2-ylpyrimidin-2-yl]{2-[(5-nitro(2-pyridyl))amino]ethyl}amine. The reactants are O (Water), OC=1C=C2CCN(C2=C(C1C)C)C=O (2,3-dihydro-5-hydroxy-6,7-dimethyl-1H-indole-1-carbaldehyde), ClCC(=C)C (3-chloro-2-methyl-1-propene), C([O-])([O-])=O.[K+].[K+] (potassium carbonate). Solvent: CN(C)C=O (DMF). Run at temperature 60 celsius, time 15 hour. Product: CC1=C(C=C2CCN(C2=C1C)C=O)OCC(=C)C (2,3-Dihydro-6,7-dimethyl-5-[(2-methyl-2-propenyl)oxy]-1H-indole-1-carbaldehyde). The yield is 76.3%. RXN SMILES: [OH:1][C:2]1[CH:3]=[C:4]2[C:8](=[C:9]([CH3:12])[C:10]=1[CH3:11])[N:7]([CH:13]=[O:14])[CH2:6][CH2:5]2.Cl[CH2:16][C:17]([CH3:19])=[CH2:18].C(=O)([O-])[O-].[K+].[K+].O>CN(C=O)C>[CH3:11][C:10]1[C:9]([CH3:12])=[C:8]2[C:4]([CH2:5][CH2:6][N:7]2[CH:13]=[O:14])=[CH:3][C:2]=1[O:1][CH2:18][C:17]([CH3:19])=[CH2:16] |f:2.3.4|. Procedure: A suspension of 2,3-dihydro-5-hydroxy-6,7-dimethyl-1H-indole-1-carbaldehyde (21.8 g, 0.11 mol), 3-chloro-2-methyl-1-propene (15 mL, 0.15 mol) and potassium carbonate (23.6 g, 0.17 mol) in DMF (200 mL) was stirred at 60° C. for 15 hours under the nitrogen atmosphere. Water was added to the reaction mixture, and the mixture was extracted with ethyl acetate four times. The combined organic layers were washed with water and saturated brine, dried over magnesium sulfate, treated with active carbon, f... The reactants are CN(CCOC1=C(C=CC(=C1)S(=O)(=O)C)N1N=CC=2C1=NC=NC2O)C (1-[2-(2-dimethylamino-ethoxy)-4-methanesulfonyl-phenyl]-1H-pyrazolo[3,4-d]pyrimidin-4-ol), C16H18ClN5O3S, O=P(Cl)(Cl)Cl (POCl3), CN(C1=CC=CC=C1)C (N,N-dimethylaniline). Reaction conditions: temperature 100 celsius, time 1 hour. Yields the product ClC1=C2C(=NC=N1)N(N=C2)C2=C(OCCN(C)C)C=C(C=C2)S(=O)(=O)C ({2-[2-(4-chloro-pyrazolo[3,4-d]pyrimidin-1-yl)-5-methanesulfonyl-phenoxyl]-ethyl}-dimethyl-amine). RXN SMILES: [CH3:1][N:2]([CH3:26])[CH2:3][CH2:4][O:5][C:6]1[CH:11]=[C:10]([S:12]([CH3:15])(=[O:14])=[O:13])[CH:9]=[CH:8][C:7]=1[N:16]1[C:20]2=[N:21][CH:22]=[N:23][C:24](O)=[C:19]2[CH:18]=[N:17]1.O=P(Cl)(Cl)[Cl:29].CN(C)C1C=CC=CC=1>>[Cl:29][C:24]1[N:23]=[CH:22][N:21]=[C:20]2[N:16]([C:7]3[CH:8]=[CH:9][C:10]([S:12]([CH3:15])(=[O:14])=[O:13])=[CH:11][C:6]=3[O:5][CH2:4][CH2:3][N:2]([CH3:26])[CH3:1])[N:17]=[CH:18][C:19]=12. Procedure: In a reaction vial was placed a stir bar, 1-[2-(2-dimethylamino-ethoxy)-4-methanesulfonyl-phenyl]-1H-pyrazolo[3,4-d]pyrimidin-4-ol (50 mg), POCl3 (0.5 mL) and N,N-dimethylaniline (15 μl). The reaction mixture was stirred at 100° C. for 1 hour. Upon cooling the reaction mixture to the room temperature, a white precipitate formed. The mixture was left sealed over the weekend at room temperature. After concentrated under the vacuum, the residue was washed with Et2O and filtered to give {2-[2-(4-chl... The reactants are Brc1cscn1, O=C([O-])[O-], COC(=O)c1ccc(B(O)O)cc1, [Na+], [Na+], C1COCCO1, [Pd], c1ccc(P(c2ccccc2)c2ccccc2)cc1, c1ccc(P(c2ccccc2)c2ccccc2)cc1, c1ccc(P(c2ccccc2)c2ccccc2)cc1, c1ccc(P(c2ccccc2)c2ccccc2)cc1. The product is COC(=O)c1ccc(-c2cscn2)cc1. As a reaction SMILES: [Br:1][c:2]1[n:3][cH:4][s:5][cH:6]1.[C:26](=[O:27])([O-:28])[O-:29].[CH3:7][O:8][C:9](=[O:10])[c:11]1[cH:12][cH:13][c:14]([B:17]([OH:18])[OH:19])[cH:15][cH:16]1.[Na+:30].[Na+:31].[O:20]1[CH2:21][CH2:22][O:23][CH2:24][CH2:25]1.[Pd:32].[c:33]1([P:34]([c:35]2[cH:36][cH:37][cH:38][cH:39][cH:40]2)[c:41]2[cH:42][cH:43][cH:44][cH:45][cH:46]2)[cH:47][cH:48][cH:49][cH:50][cH:51]1.[c:52]1([P:53]([c:54]2[cH:55][cH:56][cH:57][cH:58][cH:59]2)[c:60]2[cH:61][cH:62][cH:63][cH:64][cH:65]2)[cH:66][cH:67][cH:68][cH:69][cH:70]1.[c:71]1([P:72]([c:73]2[cH:74][cH:75][cH:76][cH:77][cH:78]2)[c:79]2[cH:80][cH:81][cH:82][cH:83][cH:84]2)[cH:85][cH:86][cH:87][cH:88][cH:89]1.[c:90]1([P:91]([c:92]2[cH:93][cH:94][cH:95][cH:96][cH:97]2)[c:98]2[cH:99][cH:100][cH:101][cH:102][cH:103]2)[cH:104][cH:105][cH:106][cH:107][cH:108]1>>[c:2]1(-[c:14]2[cH:13][cH:12][c:11]([C:9]([O:8][CH3:7])=[O:10])[cH:16][cH:15]2)[n:3][cH:4][s:5][cH:6]1.